Dataset: the Open Reaction Database (ORD), a public repository of structured organic reaction records. Task: describe an organic reaction: reactants, conditions, products, and yield The reactants are C1CCC2=NCCCN2CC1, Cc1ccc(CN)cc1, O=C(Nc1cccc2cnccc12)C(Cl)(Cl)Cl. The product is Cc1ccc(CNC(=O)Nc2cccc3cnccc23)cc1. As a reaction SMILES: [CH2:27]1[CH2:28][CH2:29][C:30]2=[N:35][CH2:34][CH2:33][CH2:32][N:31]2[CH2:36][CH2:37]1.[CH3:1][c:2]1[cH:3][cH:4][c:5]([CH2:6][NH2:7])[cH:8][cH:9]1.[Cl:10][C:11]([C:12](=[O:13])[NH:14][c:15]1[c:16]2[cH:17][cH:18][n:19][cH:20][c:21]2[cH:22][cH:23][cH:24]1)([Cl:25])[Cl:26]>>[CH3:1][c:2]1[cH:3][cH:4][c:5]([CH2:6][NH:7][C:12](=[O:13])[NH:14][c:15]2[c:16]3[cH:17][cH:18][n:19][cH:20][c:21]3[cH:22][cH:23][cH:24]2)[cH:8][cH:9]1.